This data is from the Open Reaction Database (ORD), a public repository of structured organic reaction records. The task is: describe an organic reaction: reactants, conditions, products, and yield Reactants: [Br-], COc1c(Br)cc(C(=O)N2CCOc3ncc(-c4ccc(C(F)(F)F)cc4)cc32)cc1Br, C1CNCCN1, CN(C)C=O, Cl, [Li+], O. The product is O=C(c1cc(Br)c(O)c(Br)c1)N1CCOc2ncc(-c3ccc(C(F)(F)F)cc3)cc21. Reaction SMILES: [Br-:34].[Br:1][c:2]1[cH:3][c:4]([C:11](=[O:12])[N:13]2[c:14]3[c:15]([n:19][cH:20][c:21](-[c:23]4[cH:24][cH:25][c:26]([C:29]([F:30])([F:31])[F:32])[cH:27][cH:28]4)[cH:22]3)[O:16][CH2:17][CH2:18]2)[cH:5][c:6]([Br:10])[c:7]1[O:8][CH3:9].[CH2:35]1[NH:36][CH2:37][CH2:38][NH:39][CH2:40]1.[CH:42]([N:43]([CH3:44])[CH3:45])=[O:46].[ClH:41].[Li+:33].[OH2:47]>>[Br:1][c:2]1[cH:3][c:4]([C:11](=[O:12])[N:13]2[c:14]3[c:15]([n:19][cH:20][c:21](-[c:23]4[cH:24][cH:25][c:26]([C:29]([F:30])([F:31])[F:32])[cH:27][cH:28]4)[cH:22]3)[O:16][CH2:17][CH2:18]2)[cH:5][c:6]([Br:10])[c:7]1[OH:8].